This data is from the Open Reaction Database (ORD), a public repository of structured organic reaction records. The task is: describe an organic reaction: reactants, conditions, products, and yield The product is O=[N+]([O-])c1ccc(N(Cc2ccc(F)c(F)c2)c2cncnc2)nc1. As a reaction SMILES: [F:17][c:18]1[cH:19][c:20]([CH2:21][Br:22])[cH:23][cH:24][c:25]1[F:26].[N+:1](=[O:2])([O-:3])[c:4]1[cH:5][cH:6][c:7]([NH:10][c:11]2[cH:12][n:13][cH:14][n:15][cH:16]2)[n:8][cH:9]1>>[N+:1](=[O:2])([O-:3])[c:4]1[cH:5][cH:6][c:7]([N:10]([c:11]2[cH:12][n:13][cH:14][n:15][cH:16]2)[CH2:21][c:20]2[cH:19][c:18]([F:17])[c:25]([F:26])[cH:24][cH:23]2)[n:8][cH:9]1. The reactants are Fc1ccc(CBr)cc1F, O=[N+]([O-])c1ccc(Nc2cncnc2)nc1.